From a dataset of the Open Reaction Database (ORD), a public repository of structured organic reaction records. describe an organic reaction: reactants, conditions, products, and yield Reactants: C(C)OC(=O)C1=NC(=NC=C1C1=C(C=CC=C1)Cl)CO ((2-chloro-phenyl)-2-hydroxymethyl-pyrimidine-4-carboxylic acid ethyl ester), C(C)O (ethanol). Run in O (H2O). Conditions: time 1 hour. Product: ClC1=C(C=CC=C1)C=1C(=NC(=NC1)CO)C(=O)O (5-(2-Chloro-phenyl)-2-hydroxymethyl-pyrimidine-4-carboxylic acid). As a reaction SMILES: C([O:3][C:4]([C:6]1[C:11]([C:12]2[CH:17]=[CH:16][CH:15]=[CH:14][C:13]=2[Cl:18])=[CH:10][N:9]=[C:8]([CH2:19][OH:20])[N:7]=1)=[O:5])C.C(O)C>O>[Cl:18][C:13]1[CH:14]=[CH:15][CH:16]=[CH:17][C:12]=1[C:11]1[C:6]([C:4]([OH:5])=[O:3])=[N:7][C:8]([CH2:19][OH:20])=[N:9][CH:10]=1. Procedure: To a solution of 3.40 g (11.6 mmol) (2-chloro-phenyl)-2-hydroxymethyl-pyrimidine-4-carboxylic acid ethyl ester in 15 ml ethanol 0.69 g (17.42 mmol) NaOH in 15 ml H2O was added and the mixture stirred for 1 hr. The pH of the solution was adjusted to 1 and the solid was filtered off to give after drying 2.80 g (91%) 5-(2-chloro-phenyl)-2-hydroxymethyl-pyrimidine-4-carboxylic acid as a pale brown solid. Starting materials: C1CC=2C1=CC=CC2 (benzocyclobutene), BrBr (bromine), BrC1=C2C(CC2)=CC=C1 (4-bromobenzocyclobutene), C1CC=2C1=CC=CC2 (benzocyclobutene), aromatic ring, C1CC=2C1=CC=CC2 (benzocyclobutene), BrBr (bromine). Yields the product BrC1=C(C=CC=C1)CCBr (1-bromo-2-(2-bromoethyl)benzene). Reaction SMILES: C1C2=CC=CC=C2C1.[Br:9]Br.[Br:11][C:12]1[CH:19]=[CH:18][CH:17]=[C:14]2[CH2:15][CH2:16][C:13]=12>>[Br:11][C:12]1[CH:19]=[CH:18][CH:17]=[CH:14][C:13]=1[CH2:16][CH2:15][Br:9]. Procedure: The four-membered ring of benzocyclobutenes is known to open at elevated temperature to form a very reactive diene which rapidly dimerizes and polymerizes. Molecules containing two or more benzocyclobutene groups are therefore useful as heat-curable thermosetting resins. Also, elastomers or thermoplastics containing benzocyclobutene substituents crosslink on heating. One of the easiest and most useful methods of functionalizing the benzocyclobutene molecule for subsequent production of resins or... Reactants: CC1(C)C(=O)N(Br)C(=O)N1Br, CC(=O)O, FC(F)(F)c1cccc(C(F)(F)F)c1. Product: FC(F)(F)c1cc(Br)cc(C(F)(F)F)c1. As a reaction SMILES: [Br:15][N:16]1[C:17]([CH3:18])([CH3:19])[C:20](=[O:21])[N:22]([Br:23])[C:24]1=[O:25].[CH3:26][C:27](=[O:28])[OH:29].[F:1][C:2]([c:3]1[cH:4][c:5]([C:9]([F:10])([F:11])[F:12])[cH:6][cH:7][cH:8]1)([F:13])[F:14]>>[F:1][C:2]([c:3]1[cH:4][c:5]([C:9]([F:10])([F:11])[F:12])[cH:6][c:7]([Br:15])[cH:8]1)([F:13])[F:14]. The reactants are O (water), C(C1=CC=CC=C1)N1CCC(CC1)NC1=NN=C(C2=CC=C(C=C12)OC)C1=CC=C(C=C1)OC (N-(1-benzylpiperidin-4-yl)-7-methoxy-4-(4-methoxyphenyl)phthalazin-1-amine), C(C1=CC=CC=C1)N1CCC(CC1)NC1=NN=C(C2=CC=C(C=C12)OC)C1=CC=C(C=C1)OC (N-(1-benzylpiperidin-4-yl)-7-methoxy-4-(4-methoxyphenyl)phthalazin-1-amine). The reagents and catalysts are [Pd] (palladium-on-charcoal). Run in C(C)O (ethanol), C(=O)O (formic acid), C(C)(C)OC(C)C (diisopropyl ether). Reaction conditions: temperature 85 celsius. Yields the product COC1=CC=C2C(=NN=C(C2=C1)NC1CCNCC1)C1=CC=C(C=C1)OC (7-Methoxy-4-(4-methoxyphenyl)-N-(piperidin-4-yl)-phthalazin-1-amine). Yield: 97.0%. As a reaction SMILES: O.C([N:9]1[CH2:14][CH2:13][CH:12]([NH:15][C:16]2[C:25]3[C:20](=[CH:21][CH:22]=[C:23]([O:26][CH3:27])[CH:24]=3)[C:19]([C:28]3[CH:33]=[CH:32][C:31]([O:34][CH3:35])=[CH:30][CH:29]=3)=[N:18][N:17]=2)[CH2:11][CH2:10]1)C1C=CC=CC=1>C(O)C.C(O)=O.C(OC(C)C)(C)C.[Pd]>[CH3:27][O:26][C:23]1[CH:24]=[C:25]2[C:20]([C:19]([C:28]3[CH:33]=[CH:32][C:31]([O:34][CH3:35])=[CH:30][CH:29]=3)=[N:18][N:17]=[C:16]2[NH:15][CH:12]2[CH2:11][CH2:10][NH:9][CH2:14][CH2:13]2)=[CH:21][CH:22]=1. Procedure: 1 g of 10% palladium-on-charcoal and 100 mL of water are introduced into a 500 mL three-necked flask. A solution, prepared beforehand, of 13.3 g of N-(1-benzylpiperidin-4-yl)-7-methoxy-4-(4-methoxyphenyl)phthalazin-1-amine (compound 7) in 50 mL of ethanol and 4.4 mL of formic acid is added dropwise over 1 hour, to this mixture with stirring at 85° C. The reaction mixture is stirred at reflux for 2 hours. After cooling to room temperature, the ethanol is evaporated off under reduced pressure. The... Reactants: NC(CO)(C)C (2-amino-2-methylpropan-1-ol), CCN(C(C)C)C(C)C (DIEA), BrC1=C(C(=O)O)C=CC(=C1)C(=O)O (2-Bromoterephthalic acid), C(=O)(O)[O-].[Na+] (NaHCO3), O=S(Cl)Cl (SOCl2). Reagents/catalysts: CN(C)C=O (DMF). Run in C(Cl)Cl (CH2Cl2). Conditions: time 8 hour. Product: BrC1=C(C(=O)NC(CO)(C)C)C=CC(=C1)C(=O)NC(CO)(C)C (2-bromo-N1,N4-bis(1-hydroxy-2-methylpropan-2-yl)terephthalamide). RXN SMILES: [Br:1][C:2]1[CH:10]=[C:9]([C:11]([OH:13])=O)[CH:8]=[CH:7][C:3]=1[C:4]([OH:6])=O.O=S(Cl)Cl.[NH2:18][C:19]([CH3:23])([CH3:22])[CH2:20][OH:21].CC[N:26](C(C)C)[CH:27]([CH3:29])[CH3:28].[C:33]([O-:36])(O)=O.[Na+]>CN(C=O)C.C(Cl)Cl>[Br:1][C:2]1[CH:10]=[C:9]([C:11]([NH:26][C:27]([CH3:29])([CH3:28])[CH2:33][OH:36])=[O:13])[CH:8]=[CH:7][C:3]=1[C:4]([NH:18][C:19]([CH3:23])([CH3:22])[CH2:20][OH:21])=[O:6] |f:4.5|. Procedure: 2-Bromoterephthalic acid (750 mg, 3.06 mmol, 1 eq.) was suspended into SOCl2 (5 ml) in the presence of DMF (1 drop), and the solution was refluxed for 3 hr. After cooling to room temperature, evaporating and dried in vacuo, the resulting compound was dissolved in CH2Cl2 (10 ml), and was dropped into a solution of 2-amino-2-methylpropan-1-ol (750 mg, 8.41 mmol, 2.7 eq.) and DIEA (1.5 ml) in CH2Cl2 (10 ml), and the solution was stirred at room temperature overnight. Saturated NaHCO3 aqueous soluti...